From a dataset of the Open Reaction Database (ORD), a public repository of structured organic reaction records. describe an organic reaction: reactants, conditions, products, and yield Reactants: Cc1nc(-c2ccccc2)n2nc(S(C)(=O)=O)ncc12, CSc1ncc2c(C)nc(-c3ccccc3)n2n1, COc1cc(N)cc(OC)c1, CCO. Product: COc1cc(Nc2ncc3c(C)nc(-c4ccccc4)n3n2)cc(OC)c1. Reaction SMILES: [CH3:19][c:20]1[n:21][c:22](-[c:23]2[cH:24][cH:25][cH:26][cH:27][cH:28]2)[n:29]2[c:30]1[cH:31][n:32][c:33]([S:34]([CH3:35])(=[O:36])=[O:37])[n:38]2.[CH3:1][c:2]1[n:3][c:4](-[c:13]2[cH:14][cH:15][cH:16][cH:17][cH:18]2)[n:5]2[n:6][c:7]([S:11][CH3:12])[n:8][cH:9][c:10]12.[CH3:39][O:40][c:41]1[cH:42][c:43]([NH2:44])[cH:45][c:46]([O:48][CH3:49])[cH:47]1.[CH3:50][CH2:51][OH:52]>>[CH3:1][c:2]1[n:3][c:4](-[c:13]2[cH:14][cH:15][cH:16][cH:17][cH:18]2)[n:5]2[n:6][c:7]([NH:44][c:43]3[cH:42][c:41]([O:40][CH3:39])[cH:47][c:46]([O:48][CH3:49])[cH:45]3)[n:8][cH:9][c:10]12. Reaction SMILES: [CH3:18][O:19][C:20]([c:21]1[cH:22][cH:23][c:24]([Br:27])[cH:25][cH:26]1)=[O:28].[CH3:1][CH:2]1[C:3](=[O:17])[N:4]=[C:5]([NH:7][CH:8]([CH3:9])[c:10]2[cH:11][cH:12][c:13]([F:16])[cH:14][cH:15]2)[S:6]1.[CH3:29][C:30]1([c:31]2[cH:32][cH:33][c:34]([C:35]#[N:36])[cH:37][cH:38]2)[S:39][C:40]([NH:41][CH:42]([c:43]2[cH:44][cH:45][cH:46][cH:47][c:48]2[C:49]([F:50])([F:51])[F:52])[CH3:53])=[N:54][C:55]1=[O:56]>>[CH3:1][C:2]1([c:24]2[cH:23][cH:22][c:21]([C:20]([O:19][CH3:18])=[O:28])[cH:26][cH:25]2)[C:3](=[O:17])[N:4]=[C:5]([NH:7][CH:8]([CH3:9])[c:10]2[cH:11][cH:12][c:13]([F:16])[cH:14][cH:15]2)[S:6]1. Starting materials: COC(=O)c1ccc(Br)cc1, CC1SC(NC(C)c2ccc(F)cc2)=NC1=O, CC(NC1=NC(=O)C(C)(c2ccc(C#N)cc2)S1)c1ccccc1C(F)(F)F. Product: COC(=O)c1ccc(C2(C)SC(NC(C)c3ccc(F)cc3)=NC2=O)cc1.